Dataset: the Open Reaction Database (ORD), a public repository of structured organic reaction records. Task: describe an organic reaction: reactants, conditions, products, and yield The reactants are CCOC(=O)CCCBr, C1CCOC1, CS(C)=O, O, NC(=O)Cc1cn(Cc2ccccc2)c2ccc(O)cc12. Product: CCOC(=O)CCCOc1ccc2c(c1)c(CC(N)=O)cn2Cc1ccccc1. As a reaction SMILES: [Br:22][CH2:23][CH2:24][CH2:25][C:26](=[O:27])[O:28][CH2:29][CH3:30].[CH2:35]1[O:36][CH2:37][CH2:38][CH2:39]1.[CH3:31][S:32]([CH3:33])=[O:34].[OH2:40].[OH:1][c:2]1[cH:3][c:4]2[c:5]([CH2:18][C:19](=[O:20])[NH2:21])[cH:6][n:7]([CH2:11][c:12]3[cH:13][cH:14][cH:15][cH:16][cH:17]3)[c:8]2[cH:9][cH:10]1>>[O:1]([c:2]1[cH:3][c:4]2[c:5]([CH2:18][C:19](=[O:20])[NH2:21])[cH:6][n:7]([CH2:11][c:12]3[cH:13][cH:14][cH:15][cH:16][cH:17]3)[c:8]2[cH:9][cH:10]1)[CH2:23][CH2:24][CH2:25][C:26](=[O:27])[O:28][CH2:29][CH3:30]. Starting materials: OC=1C=NC=C(C1)C(=O)OC (3-Hydroxy-5-methoxycarbonylpyridine), BrC(C(=O)NC(C#CCC)(C)C)(CC)Br (2-bromobromo-N-(5-methylhex-3-yn-5-yl)-butyramide), C(C)OCC (diethyl ether), C([O-])([O-])=O.[K+].[K+] (potassium carbonate). The solvent is CN(C=O)C (N,N-dimethylformamide), O (water). Reaction conditions: temperature 70 celsius. Product: COC(=O)C=1C=C(C=NC1)OC(C(=O)NC(C#CCC)(C)C)CC (2-(5-methoxycarbonyl-3-pyridyloxy)-N-(5-methylhex-3-yn-5-yl)butyramide). As a reaction SMILES: [OH:1][C:2]1[CH:3]=[N:4][CH:5]=[C:6]([C:8]([O:10][CH3:11])=[O:9])[CH:7]=1.Br[C:13](Br)([CH2:24][CH3:25])[C:14]([NH:16][C:17]([CH3:23])([CH3:22])[C:18]#[C:19][CH2:20][CH3:21])=[O:15].C(=O)([O-])[O-].[K+].[K+].C(OCC)C>CN(C)C=O.O>[CH3:11][O:10][C:8]([C:6]1[CH:7]=[C:2]([O:1][CH:13]([CH2:24][CH3:25])[C:14]([NH:16][C:17]([CH3:23])([CH3:22])[C:18]#[C:19][CH2:20][CH3:21])=[O:15])[CH:3]=[N:4][CH:5]=1)=[O:9] |f:2.3.4|. Reported procedure: 3-Hydroxy-5-methoxycarbonylpyridine (1.68 g, prepared using the method described in Bull. Acad. Sci. (Chem. Div.), (1976), 598) and 2-bromobromo-N-(5-methylhex-3-yn-5-yl)-butyramide (3.06 g) were dissolved in dry N,N-dimethylformamide (30 ml) containing anhydrous potassium carbonate (2.35 g). The mixture was heated to 70° C. for 3 hours with stirring, cooled to ambient temperature, diluted with water and extracted with diethyl ether (three times). The organic extracts were combined, washed with ...